This data is from the Open Reaction Database (ORD), a public repository of structured organic reaction records. The task is: describe an organic reaction: reactants, conditions, products, and yield Starting materials: ClC=1C=CC2=C(C(=NCC(=N2)NCC(=O)CN2C(C=3C(C2=O)=CC=CC3)=O)C3=C(C=CC=C3F)F)C1 (7-chloro-5-(2,6-difluorophenyl)-2-[(3-phthalimidoacetonyl)amino]-3H-1,4-benzodiazepine), ethylene ketal, S(O)(O)(=O)=O (sulfuric acid). Reported procedure: In the manner given in example 20, 7-chloro-5-(2,6-difluorophenyl)-2-[(3-phthalimidoacetonyl)amino]-3H-1,4-benzodiazepine, ethylene ketal is treated with concentrated sulfuric acid, then quenched to give after neutralization, 8-chloro-1-(phthalimidomethyl)-6-(2,6-difluorophenyl)-4H-imidazo[1,2-a][1,4]benzodiazepine. The product is ClC=1C=CC2=C(C(=NCC=3N2C(=CN3)CN3C(C=2C(C3=O)=CC=CC2)=O)C2=C(C=CC=C2F)F)C1 (8-chloro-1-(phthalimidomethyl)-6-(2,6-difluorophenyl)-4H-imidazo[1,2-a][1,4]benzodiazepine). As a reaction SMILES: [Cl:1][C:2]1[CH:3]=[CH:4][C:5]2[N:11]=[C:10]([NH:12][CH2:13][C:14]([CH2:16][N:17]3[C:21](=[O:22])[C:20]4=[CH:23][CH:24]=[CH:25][CH:26]=[C:19]4[C:18]3=[O:27])=O)[CH2:9][N:8]=[C:7]([C:28]3[C:33]([F:34])=[CH:32][CH:31]=[CH:30][C:29]=3[F:35])[C:6]=2[CH:36]=1.S(=O)(=O)(O)O>>[Cl:1][C:2]1[CH:3]=[CH:4][C:5]2[N:11]3[C:14]([CH2:16][N:17]4[C:21](=[O:22])[C:20]5=[CH:23][CH:24]=[CH:25][CH:26]=[C:19]5[C:18]4=[O:27])=[CH:13][N:12]=[C:10]3[CH2:9][N:8]=[C:7]([C:28]3[C:33]([F:34])=[CH:32][CH:31]=[CH:30][C:29]=3[F:35])[C:6]=2[CH:36]=1. Product: Cc1noc(-c2c(OC(=O)C(C)C)c3nccnc3n(C)c2=O)n1. Starting materials: CC(C)C(=O)Cl, ClCCl, Cc1noc(-c2c(O)c3nccnc3n(C)c2=O)n1, c1ccncc1. Reaction SMILES: [C:26]([CH:27]([CH3:28])[CH3:29])(=[O:30])[Cl:31].[Cl:32][CH2:33][Cl:34].[OH:1][c:2]1[c:3](-[c:14]2[n:15][c:16]([CH3:19])[n:17][o:18]2)[c:4](=[O:13])[n:5]([CH3:12])[c:6]2[n:7][cH:8][cH:9][n:10][c:11]12.[cH:20]1[cH:21][cH:22][n:23][cH:24][cH:25]1>>[O:1]([c:2]1[c:3](-[c:14]2[n:15][c:16]([CH3:19])[n:17][o:18]2)[c:4](=[O:13])[n:5]([CH3:12])[c:6]2[n:7][cH:8][cH:9][n:10][c:11]12)[C:26]([CH:27]([CH3:28])[CH3:29])=[O:30]. Reactants: COC1=C(C=C(C=C1)C(F)(F)F)B(O)O (2-methoxy-5-trifluoromethylphenylboronic acid), NC1=NC=CC(=C1)Br (2-amino-4-bromopyridine), C([O-])([O-])=O.[Na+].[Na+] (sodium carbonate). The reagents and catalysts are C=1C=CC(=CC1)[P](C=2C=CC=CC2)(C=3C=CC=CC3)[Pd]([P](C=4C=CC=CC4)(C=5C=CC=CC5)C=6C=CC=CC6)([P](C=7C=CC=CC7)(C=8C=CC=CC8)C=9C=CC=CC9)[P](C=1C=CC=CC1)(C=1C=CC=CC1)C=1C=CC=CC1 (tetrakis(triphenylphosphine)palladium(0)). Solvent: O1CCOCC1 (1,4-dioxane), O (water), C(C)(=O)OCC (ethyl acetate), O (water). Run at temperature 85 celsius. Yields the product COC1=C(C=C(C=C1)C(F)(F)F)C1=CC(=NC=C1)N (4-[2-Methoxy-5-(trifluoromethyl)phenyl]pyridin-2-amine). Yield: 120.0%. Reaction SMILES: [CH3:1][O:2][C:3]1[CH:8]=[CH:7][C:6]([C:9]([F:12])([F:11])[F:10])=[CH:5][C:4]=1B(O)O.[NH2:16][C:17]1[CH:22]=[C:21](Br)[CH:20]=[CH:19][N:18]=1.C(=O)([O-])[O-].[Na+].[Na+]>O1CCOCC1.O.C(OCC)(=O)C.C1C=CC([P]([Pd]([P](C2C=CC=CC=2)(C2C=CC=CC=2)C2C=CC=CC=2)([P](C2C=CC=CC=2)(C2C=CC=CC=2)C2C=CC=CC=2)[P](C2C=CC=CC=2)(C2C=CC=CC=2)C2C=CC=CC=2)(C2C=CC=CC=2)C2C=CC=CC=2)=CC=1>[CH3:1][O:2][C:3]1[CH:8]=[CH:7][C:6]([C:9]([F:12])([F:11])[F:10])=[CH:5][C:4]=1[C:21]1[CH:20]=[CH:19][N:18]=[C:17]([NH2:16])[CH:22]=1 |f:2.3.4,^1:46,48,67,86|. Procedure: Argon was bubbled through a suspension of 2-methoxy-5-trifluoromethylphenylboronic acid (2.3 g, 10 mmol), 2-amino-4-bromopyridine (2.0 g, 12 mmol), and sodium carbonate (4.4 g, 42 mmol) in 1,4-dioxane (30 mL) and water (9 mL) for 15 minutes, then tetrakis(triphenylphosphine)palladium(0) (1.2 g, 1.0 mmol) was added. The resulting mixture was heated at 85° C. for 18 hours. The reaction mixture was cooled to ambient temperature then diluted with ethyl acetate and water. The phases were separated an... The reactants are [O-]S(=O)(=S)[O-].[Na+].[Na+] (Na2S2O3), [H-].[Na+] (NaH), N1=C(C=CC=C1)NC1=NC2=CC=CC=C2C=C1 (Pyridin-2-yl-quinolin-2-yl-amine), BrCCCCCCC(=O)OCC (ethyl 7-bromoheptanoate). The solvent is CCOC(=O)C (EtOAc), CN(C)C=O (DMF). Reaction conditions: time 10 minute. Yields the product C(C)OC(CCCCCCN(C1=NC2=CC=CC=C2C=C1)C1=NC=CC=C1)=O (7-(Pyridin-2-yl-quinolin-2-yl-amino)-heptanoic acid ethyl ester). Isolated yield 55.0%. RXN SMILES: [H-].[Na+].[N:3]1[CH:8]=[CH:7][CH:6]=[CH:5][C:4]=1[NH:9][C:10]1[CH:19]=[CH:18][C:17]2[C:12](=[CH:13][CH:14]=[CH:15][CH:16]=2)[N:11]=1.Br[CH2:21][CH2:22][CH2:23][CH2:24][CH2:25][CH2:26][C:27]([O:29][CH2:30][CH3:31])=[O:28].[O-]S([O-])(=S)=O.[Na+].[Na+]>CN(C=O)C.CCOC(C)=O>[CH2:30]([O:29][C:27](=[O:28])[CH2:26][CH2:25][CH2:24][CH2:23][CH2:22][CH2:21][N:9]([C:4]1[CH:5]=[CH:6][CH:7]=[CH:8][N:3]=1)[C:10]1[CH:19]=[CH:18][C:17]2[C:12](=[CH:13][CH:14]=[CH:15][CH:16]=2)[N:11]=1)[CH3:31] |f:0.1,4.5.6|. Reported procedure: NaH (35 mg, 0.91 mmol) was added to II (344 mg, 0.91 mmol) in DMF (5 mL) at rt. After 10 min, KI (227 mg, 1.37 mmol) and ethyl 7-bromoheptanoate (0.267 mL, 1.37 mmol) were added. The reaction mixture was stirred at 90° C. for 19 h after which 0.1 M Na2S2O3 (50 mL) and EtOAc (50 mL) were added; the phases were then separated and the aqueous phase extracted with EtOAc (2×25 mL). The organic phases were combined then dried over MgSO4, filtered, and subsequently evaporated under reduced pressure. Th... Starting materials: C1(CCCC1)C(CC#N)N1N=CC(=C1)C1=NC(=NC=C1)NC1=CC=C(C=C1)[N+](=O)[O-] (3-cyclopentyl-3-(4-(2-(4-nitrophenylamino)pyrimidin-4-yl)-1H-pyrazol-1-yl)propanenitrile). The reagents and catalysts are [Pd] (Pd/C). The solvent is CO (methanol). Yields the product NC1=CC=C(C=C1)NC1=NC=CC(=N1)C=1C=NN(C1)C(CC#N)C1CCCC1 (3-(4-(2-(4-aminophenylamino)pyrimidin-4-yl)-1H-pyrazol-1-yl)-3-cyclopentylpropanenitrile). Reaction SMILES: [CH:1]1([CH:6]([N:10]2[CH:14]=[C:13]([C:15]3[CH:20]=[CH:19][N:18]=[C:17]([NH:21][C:22]4[CH:27]=[CH:26][C:25]([N+:28]([O-])=O)=[CH:24][CH:23]=4)[N:16]=3)[CH:12]=[N:11]2)[CH2:7][C:8]#[N:9])[CH2:5][CH2:4][CH2:3][CH2:2]1>CO.[Pd]>[NH2:28][C:25]1[CH:26]=[CH:27][C:22]([NH:21][C:17]2[N:16]=[C:15]([C:13]3[CH:12]=[N:11][N:10]([CH:6]([CH:1]4[CH2:5][CH2:4][CH2:3][CH2:2]4)[CH2:7][C:8]#[N:9])[CH:14]=3)[CH:20]=[CH:19][N:18]=2)=[CH:23][CH:24]=1. Reported procedure: A mixture of 3-cyclopentyl-3-(4-(2-(4-nitrophenylamino)pyrimidin-4-yl)-1H-pyrazol-1-yl)propanenitrile (1.00 g, 0.00248 mol) in 20 mL of methanol was hydrogenated in the presence of catalytic amount of 10% Pd/C, under balloon pressure, overnight. The catalyst was filtered off and the filtrate was evaporated to dryness. The crude product was used directly in next step (900 mg, 97.2%). An analytically pure sample was obtained by RP-HPLC as a racemic mixture. LCMS (M+H) 374.4. Reactants: CC1(OC2=CC=C(C=C2C(C1O)C=1C(N(C=CC1)CC1=CC=CC=C1)=O)C#N)C (2,2-dimethyl-4-(1-benzyl-1,2-dihydro-2-oxo-3-pyridyl)-6-cyano-3-chromanol), [OH-].[K+] (KOH). Run in C(C)(C)(C)O (tert.-butanol). Conditions: time 50 minute. The product is CC1(OC2=CC=C(C=C2C(=C1)C=1C(N(C=CC1)CC1=CC=CC=C1)=O)C(N)=O)C (2,2-dimethyl-4-(1-benzyl-1,2-dihydro-2-oxo-3-pyridyl)-6carbamoyl-3-chromene). As a reaction SMILES: [CH3:1][C:2]1([CH3:29])[CH:11](O)[CH:10]([C:13]2[C:14](=[O:26])[N:15]([CH2:19][C:20]3[CH:25]=[CH:24][CH:23]=[CH:22][CH:21]=3)[CH:16]=[CH:17][CH:18]=2)[C:9]2[C:4](=[CH:5][CH:6]=[C:7]([C:27]#[N:28])[CH:8]=2)[O:3]1.[OH-:30].[K+]>C(O)(C)(C)C>[CH3:1][C:2]1([CH3:29])[CH:11]=[C:10]([C:13]2[C:14](=[O:26])[N:15]([CH2:19][C:20]3[CH:21]=[CH:22][CH:23]=[CH:24][CH:25]=3)[CH:16]=[CH:17][CH:18]=2)[C:9]2[C:4](=[CH:5][CH:6]=[C:7]([C:27](=[O:30])[NH2:28])[CH:8]=2)[O:3]1 |f:1.2|. Procedure details: A mixture of 5.8 g of 2,2-dimethyl-4-(1-benzyl-1,2-dihydro-2-oxo-3-pyridyl)-6-cyano-3-chromanol, 11.6 g of KOH and 90 ml of tert.-butanol is boiled for 50 min., cooled and poured onto ice. Customary working up gives 2,2-dimethyl-4-(1-benzyl-1,2-dihydro-2-oxo-3-pyridyl)-6carbamoyl-3-chromene, m.p. 199°-202°.